Task: describe an organic reaction: reactants, conditions, products, and yield. Dataset: the Open Reaction Database (ORD), a public repository of structured organic reaction records Starting materials: C(C)(=O)S[C@H]1CC2[C@H](C[C@H]3[C@@H]4CC[C@@H]([C@@]4(C)CC[C@@H]3[C@]2(CC1)C)O)O (3α-acetylthioandrostane-6α,17β-diol). The reagents and catalysts are CCC[N+](CCC)(CCC)CCC.[O-][Ru](=O)(=O)=O (TPAP), CCC[N+](CCC)(CCC)CCC.[O-][Ru](=O)(=O)=O (TPAP). The solvent is C(Cl)Cl (CH2Cl2). Conditions: time 1.5 hour. Yields the product C(C)(=O)S[C@H]1CC2C(C[C@H]3[C@@H]4CCC([C@@]4(C)CC[C@@H]3[C@]2(CC1)C)=O)=O (3α-acetylthioandrostane-6,17-dione). Yield: 77.3%. Reaction SMILES: [C:1]([S:4][C@@H:5]1[CH2:22][CH2:21][C@@:20]2([CH3:23])[CH:7]([C@@H:8]([OH:25])[CH2:9][C@@H:10]3[C@@H:19]2[CH2:18][CH2:17][C@@:15]2([CH3:16])[C@H:11]3[CH2:12][CH2:13][C@@H:14]2[OH:24])[CH2:6]1)(=[O:3])[CH3:2]>C(Cl)Cl.CCC[N+](CCC)(CCC)CCC.[O-][Ru](=O)(=O)=O>[C:1]([S:4][C@@H:5]1[CH2:22][CH2:21][C@@:20]2([CH3:23])[CH:7]([C:8](=[O:25])[CH2:9][C@@H:10]3[C@@H:19]2[CH2:18][CH2:17][C@@:15]2([CH3:16])[C@H:11]3[CH2:12][CH2:13][C:14]2=[O:24])[CH2:6]1)(=[O:3])[CH3:2] |f:2.3|. Procedure: To a stirred suspension of 3α-acetylthioandrostane-6α,17β-diol (1.40 g) in CH2Cl2 (50 mL), NMNO (1.37 g), TPAP (68 mg) and powdered molecular sieves 4 Å (2.1 g) were added at room temperature. After 2 hrs NMNO (0.7 g), TPAP (34 mg) and molecular sieves 4 Å (1 g) were added again and the reaction was stirred for further 1.5 hrs. The crude product was purified by flash chromatography (SiO2, cyclohexane:EtOAc 7:3) to give 3α-acetylthioandrostane-6,17-dione (1.07 g, 76%). 1H-NMR (300 MHz, acetone-d6... Starting materials: NC1=C(C=C(C=C1)C(C(=O)OCC)C)[N+](=O)[O-] (Ethyl 2-(4-amino-3-nitrophenyl)propanoate). The reagents and catalysts are [C].[Pd] (palladium carbon). The solvent is C1CCOC1.CCO (THF EtOH). Reaction conditions: time 3 hour. Yields the product NC=1C=C(C=CC1N)C(C(=O)OCC)C (Ethyl 2-(3,4-diaminophenyl)propanoate). As a reaction SMILES: [NH2:1][C:2]1[CH:7]=[CH:6][C:5]([CH:8]([CH3:14])[C:9]([O:11][CH2:12][CH3:13])=[O:10])=[CH:4][C:3]=1[N+:15]([O-])=O>[C].[Pd].C1COCC1.CCO>[NH2:15][C:3]1[CH:4]=[C:5]([CH:8]([CH3:14])[C:9]([O:11][CH2:12][CH3:13])=[O:10])[CH:6]=[CH:7][C:2]=1[NH2:1] |f:1.2,3.4|. Procedure: To the flask was added THF/EtOH (1:1, 50 mL) followed by Ethyl 2-(4-amino-3-nitrophenyl)propanoate (2.12 g, 8.90 mmol) and 10% palladium carbon (220 mg) at room temperature. The reaction mixture was hydrogenated and stirred for 3 hrs at 45 psi then filtered through celite bed, and washed with EtOH. The filtrate was concentrated in vacuo. The residue was purified by flash column chromatography on silica gel using EtOAc:hexanes (1:4-1:2) as eluant.